From a dataset of the Open Reaction Database (ORD), a public repository of structured organic reaction records. describe an organic reaction: reactants, conditions, products, and yield Reactants: COc1ccccc1OC1CCN(Cc2ccccc2)C1, O=C(Cl)Cl, c1ccccc1. The product is COc1ccccc1OC1CCN(C(=O)Cl)C1. As a reaction SMILES: [CH2:5]([c:6]1[cH:7][cH:8][cH:9][cH:10][cH:11]1)[N:12]1[CH2:13][CH:14]([O:17][c:18]2[c:19]([O:24][CH3:25])[cH:20][cH:21][cH:22][cH:23]2)[CH2:15][CH2:16]1.[Cl:1][C:2]([Cl:3])=[O:4].[cH:26]1[cH:27][cH:28][cH:29][cH:30][cH:31]1>>[Cl:1][C:2](=[O:4])[N:12]1[CH2:13][CH:14]([O:17][c:18]2[c:19]([O:24][CH3:25])[cH:20][cH:21][cH:22][cH:23]2)[CH2:15][CH2:16]1.